From a dataset of the Open Reaction Database (ORD), a public repository of structured organic reaction records. describe an organic reaction: reactants, conditions, products, and yield The reactants are C[O-].[Na+] (NaOMe), CC=1C=C(C(=O)OC)C=CN1 (methyl 2-methyl-isonicotinate), FC1=CC=C(C=C1)CC(=O)OC (methyl 4-fluorophenylacetate). Solvent: CO (MeOH), CO (MeOH). Conditions: temperature 95 celsius, time 17.5 hour. Yields the product FC1=CC=C(C=C1)CC(=O)C1=CC(=NC=C1)C (2-(4-Fluorophenyl)-1-[2-methyl-(4-pyridyl)]ethanone), oil. Isolated yield 15.0%. RXN SMILES: C[O-].[Na+].[CH3:4][C:5]1[CH:6]=[C:7]([CH:12]=[CH:13][N:14]=1)[C:8]([O:10]C)=O.[F:15][C:16]1[CH:21]=[CH:20][C:19]([CH2:22]C(OC)=O)=[CH:18][CH:17]=1>CO>[F:15][C:16]1[CH:21]=[CH:20][C:19]([CH2:22][C:8]([C:7]2[CH:12]=[CH:13][N:14]=[C:5]([CH3:4])[CH:6]=2)=[O:10])=[CH:18][CH:17]=1 |f:0.1|. Procedure: To a freshly prepared solution of NaOMe (3.0 M in MeOH) was added a solution of methyl 2-methyl-isonicotinate (6.81 g, 45.1 mmol) in MeOH (10 mL). This was followed by the dropwise addition of a solution of methyl 4-fluorophenylacetate (8.34 g, 49.6 mmol) in MeOH (10 mL). The MeOH was distilled off while heating the reaction mixture at 95° C. After 17.5 h, the solid residue was cooled. Concentrated HCl (15 mL) was added, and the mixture was heated at reflux. After 4 h, the mixture was cooled the...